This data is from the Open Reaction Database (ORD), a public repository of structured organic reaction records. The task is: describe an organic reaction: reactants, conditions, products, and yield Starting materials: COc1ccc(N)c(C)c1, CCOCCO, COc1cc2ncc(C#N)c(Cl)c2cc1OC, Cl, c1ccncc1. Yields the product COc1ccc(Nc2c(C#N)cnc3cc(OC)c(OC)cc23)c(C)c1. RXN SMILES: [CH3:18][O:19][c:20]1[cH:21][c:22]([CH3:27])[c:23]([NH2:24])[cH:25][cH:26]1.[CH3:35][CH2:36][O:37][CH2:38][CH2:39][OH:40].[Cl:1][c:2]1[c:3]([C:16]#[N:17])[cH:4][n:5][c:6]2[cH:7][c:8]([O:14][CH3:15])[c:9]([O:12][CH3:13])[cH:10][c:11]12.[ClH:28].[n:29]1[cH:30][cH:31][cH:32][cH:33][cH:34]1>>[c:2]1([NH:24][c:23]2[c:22]([CH3:27])[cH:21][c:20]([O:19][CH3:18])[cH:26][cH:25]2)[c:3]([C:16]#[N:17])[cH:4][n:5][c:6]2[cH:7][c:8]([O:14][CH3:15])[c:9]([O:12][CH3:13])[cH:10][c:11]12.